describe an organic reaction: reactants, conditions, products, and yield From a dataset of the Open Reaction Database (ORD), a public repository of structured organic reaction records. The solvent is CO (methanol). Procedure details: Sodium borohydride (0.11 g) was added portionwise to a solution of 2'-(2,4-difluorophenylthio)-4'-formylmethanesulfonanilide (1 g) in methanol (10 ml) at 10° C. The mixture was stirred at room temperature for 2 hours and evaporated. The residue was dissolved in ethyl acetate, washed with dilute hydrochloric acid and water successively, dried, and concentrated to dryness. The residue was recrystallized from ethanol to give colorless crystals of 2'-(2,4-difluorophenylthio)-4'-(hydroxymethyl)methan... As a reaction SMILES: [BH4-].[Na+].[F:3][C:4]1[CH:9]=[C:8]([F:10])[CH:7]=[CH:6][C:5]=1[S:11][C:12]1[CH:22]=[C:21]([CH:23]=[O:24])[CH:20]=[CH:19][C:13]=1[NH:14][S:15]([CH3:18])(=[O:17])=[O:16]>CO>[F:3][C:4]1[CH:9]=[C:8]([F:10])[CH:7]=[CH:6][C:5]=1[S:11][C:12]1[CH:22]=[C:21]([CH2:23][OH:24])[CH:20]=[CH:19][C:13]=1[NH:14][S:15]([CH3:18])(=[O:17])=[O:16] |f:0.1|. Product: FC1=C(C=CC(=C1)F)SC1=C(NS(=O)(=O)C)C=CC(=C1)CO (2'-(2,4-difluorophenylthio)-4'-(hydroxymethyl)methanesulfonanilide). Run at time 2 hour. Reactants: [BH4-].[Na+] (Sodium borohydride), FC1=C(C=CC(=C1)F)SC1=C(NS(=O)(=O)C)C=CC(=C1)C=O (2'-(2,4-difluorophenylthio)-4'-formylmethanesulfonanilide). The yield is 73.6%. Starting materials: CN1CCN(c2cccc3c2CC(NC(=O)c2ccc(N4CCN(Cc5ccccc5)CC4)cc2)CO3)CC1, CO, O=C[O-], [NH4+], [Pd]. Product: CN1CCN(c2cccc3c2CC(NC(=O)c2ccc(N4CCNCC4)cc2)CO3)CC1. Reaction SMILES: [CH3:1][N:2]1[CH2:3][CH2:4][N:5]([c:8]2[cH:9][cH:10][cH:11][c:12]3[c:13]2[CH2:14][CH:15]([NH:18][C:19]([c:20]2[cH:21][cH:22][c:23]([N:26]4[CH2:27][CH2:28][N:29]([CH2:32][c:33]5[cH:34][cH:35][cH:36][cH:37][cH:38]5)[CH2:30][CH2:31]4)[cH:24][cH:25]2)=[O:39])[CH2:16][O:17]3)[CH2:6][CH2:7]1.[CH3:44][OH:45].[CH:40]([O-:41])=[O:42].[NH4+:43].[Pd:46]>>[CH3:1][N:2]1[CH2:3][CH2:4][N:5]([c:8]2[cH:9][cH:10][cH:11][c:12]3[c:13]2[CH2:14][CH:15]([NH:18][C:19]([c:20]2[cH:21][cH:22][c:23]([N:26]4[CH2:27][CH2:28][NH:29][CH2:30][CH2:31]4)[cH:24][cH:25]2)=[O:39])[CH2:16][O:17]3)[CH2:6][CH2:7]1. The reactants are CCOC(C)=O, ClC(Cl)Cl, Cl, CN(C)CCC=C1c2ccccc2N(C(=O)c2ccc(N)cc2)CCC1(F)F, O=C(O)c1ccccc1-c1ccccc1. The product is Cl, CN(C)CCC=C1c2ccccc2N(C(=O)c2ccc(NC(=O)c3ccccc3-c3ccccc3)cc2)CCC1(F)F. Reaction SMILES: [C:44]([O:45][CH2:46][CH3:47])(=[O:48])[CH3:49].[CH:51]([Cl:52])([Cl:53])[Cl:54].[ClH:50].[NH2:1][c:2]1[cH:3][cH:4][c:5]([C:6](=[O:7])[N:8]2[CH2:9][CH2:10][C:11]([F:25])([F:26])[C:12](=[CH:19][CH2:20][CH2:21][N:22]([CH3:23])[CH3:24])[c:13]3[c:14]2[cH:15][cH:16][cH:17][cH:18]3)[cH:27][cH:28]1.[c:29]1(-[c:35]2[c:36]([C:37](=[O:38])[OH:39])[cH:40][cH:41][cH:42][cH:43]2)[cH:30][cH:31][cH:32][cH:33][cH:34]1>>[ClH:50].[NH:1]([c:2]1[cH:3][cH:4][c:5]([C:6](=[O:7])[N:8]2[CH2:9][CH2:10][C:11]([F:25])([F:26])[C:12](=[CH:19][CH2:20][CH2:21][N:22]([CH3:23])[CH3:24])[c:13]3[c:14]2[cH:15][cH:16][cH:17][cH:18]3)[cH:27][cH:28]1)[C:37]([c:36]1[c:35](-[c:29]2[cH:30][cH:31][cH:32][cH:33][cH:34]2)[cH:43][cH:42][cH:41][cH:40]1)=[O:38]. The reactants are C(C)(=O)OC1=CC(=CC=2CC[C@@H]3[C@@H]4CC=C([C@@]4(C)CC[C@@H]3C12)OC(C)=O)OC(C)=O (rac.-1,3,17-triacetoxy-8α-estra-1,3,5(10),16-tetraene), C(C)(=O)OC(C)=O (acetic anhydride), C(C)(=O)[O-].C(C)(=O)[O-].C(C)(=O)[O-].C(C)(=O)[O-].[Pb+4] (lead tetraacetate). Run in C(C)(=O)O (acetic acid). Reaction SMILES: C(O[C:5]1[C:22]2[C@@H:21]3[C@@H:12]([C@H:13]4[C@@:17]([CH2:19][CH2:20]3)([CH3:18])[C:16]([O:23]C(=O)C)=[CH:15][CH2:14]4)[CH2:11][CH2:10][C:9]=2[CH:8]=[C:7]([O:27][C:28](=[O:30])[CH3:29])[CH:6]=1)(=O)C.C([O:34][C:35](=[O:37])[CH3:36])(=O)C.[C:38]([O-:41])(=[O:40])[CH3:39].C([O-])(=O)C.C([O-])(=O)C.C([O-])(=O)C.[Pb+4]>C(O)(=O)C>[C:38]([O:41][C:5]1[C:22]2[C@@H:21]3[C@@H:12]([C@H:13]4[C@@:17]([CH2:19][CH2:20]3)([CH3:18])[C:16](=[O:23])[C@@H:15]([O:34][C:35](=[O:37])[CH3:36])[CH2:14]4)[CH2:11][CH2:10][C:9]=2[CH:8]=[C:7]([O:27][C:28](=[O:30])[CH3:29])[CH:6]=1)(=[O:40])[CH3:39] |f:2.3.4.5.6|. Procedure details: Two grams of rac.-1,3,17-triacetoxy-8α-estra-1,3,5(10),16-tetraene is agitated in 40 ml. of glacial acetic acid and 2 ml. of acetic anhydride with 5.5 g. of lead tetraacetate for 15 hours at room temperature. The mixture is evaporated in a forced circulation evaporator. The residue is taken up in ethyl acetate and washed neutral with saturated sodium chloride solution. By preparative thin-layer chromatography, minor amounts of starting material are separated. After elution with acetone, the mixt... The product is C(C)(=O)OC1=CC(=CC=2CC[C@@H]3[C@@H]4C[C@@H](C([C@@]4(C)CC[C@@H]3C12)=O)OC(C)=O)OC(C)=O (rac.-1,3,16β-triacetoxy-8α-estra-1,3,5(10)-trien-17-one). RXN SMILES: [CH2:40]1[O:41][CH2:42][CH2:43][O:44][CH2:45]1.[Cl:1][c:2]1[c:3]([C:36]([F:37])([F:38])[F:39])[cH:4][c:5]([CH2:8][C:9](=[O:10])[NH:11][c:12]2[c:13]3[cH:14][cH:15][n:16]([CH2:23][CH:24]4[N:25]([C:29]([O:30][C:31]([CH3:32])([CH3:33])[CH3:34])=[O:35])[CH2:26][CH2:27][CH2:28]4)[c:17](=[O:22])[c:18]3[cH:19][cH:20][cH:21]2)[cH:6][cH:7]1.[ClH:46]>>[Cl:1][c:2]1[c:3]([C:36]([F:37])([F:38])[F:39])[cH:4][c:5]([CH2:8][C:9](=[O:10])[NH:11][c:12]2[c:13]3[cH:14][cH:15][n:16]([CH2:23][CH:24]4[NH:25][CH2:26][CH2:27][CH2:28]4)[c:17](=[O:22])[c:18]3[cH:19][cH:20][cH:21]2)[cH:6][cH:7]1. The product is O=C(Cc1ccc(Cl)c(C(F)(F)F)c1)Nc1cccc2c(=O)n(CC3CCCN3)ccc12. Reactants: C1COCCO1, CC(C)(C)OC(=O)N1CCCC1Cn1ccc2c(NC(=O)Cc3ccc(Cl)c(C(F)(F)F)c3)cccc2c1=O, Cl. The reactants are C(C)C1=C(OCC(COC(C2=CC=CC=C2)(C2=CC=CC=C2)C2=CC=CC=C2)O)C=CC(=C1)CCCCCCCCCCCCCC (1-(2-ethyl-4-tetradecylphenoxy)-3-(triphenylmethoxy)-2-propanol), [H-].[Na+] (sodium hydride), C(C1=CC=CC=C1)Br (benzyl bromide). Run in CN(C=O)C (dimethylformamide), CN(C=O)C (dimethylformamide). Run at time 15 minute. Product: C(C)C1=C(C=CC(=C1)CCCCCCCCCCCCCC)OCC(COC(C1=CC=CC=C1)(C1=CC=CC=C1)C1=CC=CC=C1)OCC1=CC=CC=C1 (2-Ethyl-1[2-(phenylmethoxy)-3-(triphenylmethoxy)propoxy]-4-tetradecylbenzen). Isolated yield 98.2%. RXN SMILES: [H-].[Na+].[CH2:3]([C:5]1[CH:35]=[C:34]([CH2:36][CH2:37][CH2:38][CH2:39][CH2:40][CH2:41][CH2:42][CH2:43][CH2:44][CH2:45][CH2:46][CH2:47][CH2:48][CH3:49])[CH:33]=[CH:32][C:6]=1[O:7][CH2:8][CH:9]([OH:31])[CH2:10][O:11][C:12]([C:25]1[CH:30]=[CH:29][CH:28]=[CH:27][CH:26]=1)([C:19]1[CH:24]=[CH:23][CH:22]=[CH:21][CH:20]=1)[C:13]1[CH:18]=[CH:17][CH:16]=[CH:15][CH:14]=1)[CH3:4].[CH2:50](Br)[C:51]1[CH:56]=[CH:55][CH:54]=[CH:53][CH:52]=1>CN(C)C=O>[CH2:3]([C:5]1[CH:35]=[C:34]([CH2:36][CH2:37][CH2:38][CH2:39][CH2:40][CH2:41][CH2:42][CH2:43][CH2:44][CH2:45][CH2:46][CH2:47][CH2:48][CH3:49])[CH:33]=[CH:32][C:6]=1[O:7][CH2:8][CH:9]([O:31][CH2:50][C:51]1[CH:56]=[CH:55][CH:54]=[CH:53][CH:52]=1)[CH2:10][O:11][C:12]([C:13]1[CH:18]=[CH:17][CH:16]=[CH:15][CH:14]=1)([C:19]1[CH:20]=[CH:21][CH:22]=[CH:23][CH:24]=1)[C:25]1[CH:26]=[CH:27][CH:28]=[CH:29][CH:30]=1)[CH3:4] |f:0.1|. Procedure: To a suspension of 2.016 g of prewashed sodium hydride in 125 ml of dimethylformamide was added dropwise a solution of 17.75 g of 1-(2-ethyl-4-tetradecylphenoxy)-3-(triphenylmethoxy)-2-propanol in 125 ml of dimethylformamide. This mixture was stirred 15 minutes, then 7.198 g of benzyl bromide was added and stirring was continued for an additional 3 hours. The reaction mixture was quenched slowly with water and then extracted several times with ether. The ether extracts were combined, washed with... Starting materials: FC1=CC=C(OC(C(=O)O)CC)C=C1 ((2RS)-2-(4-fluorophenoxy)butyric acid), [Si](C)(C)(C(C)(C)C)O[C@@H]1C=C2C=C[C@@H]([C@@H]([C@H]2[C@H](C1)O)CC[C@@H]1C[C@H](CC(O1)=O)O[Si](C)(C)C(C)(C)C)C ((4R,6R)-6-{(1S,2S,6S,8S,8aR)-2-[1,2,6,7,8,8a-hexahydro-6-t-butyldimethylsilyloxy-8-hydroxy-2-methyl-1-naphthyl]ethyl}tetrahydro-4-t-butyldimethylsilyloxy-2H-pyran-2-one). Product: [Si](C)(C)(C(C)(C)C)O[C@@H]1C=C2C=C[C@@H]([C@@H]([C@H]2[C@H](C1)OC(C(CC)OC1=CC=C(C=C1)F)=O)CC[C@@H]1C[C@H](CC(O1)=O)O[Si](C)(C)C(C)(C)C)C ((4R,6R)-6-([1S,2S,6S,8S,8aR]-2-{1,2,6,7,8,8a-Hexahydro-6-t-butyldimethylsilyloxy-8-[(2RS)-2-(4-fluorophenoxy)butyryloxy]-2-methyl-1-naphthyl}ethyl)tetrahydro-4-t-butyldimethylsilyloxy-2H-pyran-2-one). Isolated yield 98.0%. RXN SMILES: [F:1][C:2]1[CH:14]=[CH:13][C:5]([O:6][CH:7]([CH2:11][CH3:12])[C:8]([OH:10])=[O:9])=[CH:4][CH:3]=1.[Si:15]([O:22][C@H:23]1[CH2:32][C@H:31](O)[C@H:30]2[C:25]([CH:26]=[CH:27][C@H:28]([CH3:51])[C@@H:29]2[CH2:34][CH2:35][C@H:36]2[O:41][C:40](=[O:42])[CH2:39][C@H:38]([O:43][Si:44]([C:47]([CH3:50])([CH3:49])[CH3:48])([CH3:46])[CH3:45])[CH2:37]2)=[CH:24]1)([C:18]([CH3:21])([CH3:20])[CH3:19])([CH3:17])[CH3:16]>>[Si:15]([O:22][C@H:23]1[CH2:32][C@H:31]([O:9][C:8](=[O:10])[CH:7]([O:6][C:5]2[CH:4]=[CH:3][C:2]([F:1])=[CH:14][CH:13]=2)[CH2:11][CH3:12])[C@H:30]2[C:25]([CH:26]=[CH:27][C@H:28]([CH3:51])[C@@H:29]2[CH2:34][CH2:35][C@H:36]2[O:41][C:40](=[O:42])[CH2:39][C@H:38]([O:43][Si:44]([C:47]([CH3:50])([CH3:49])[CH3:48])([CH3:45])[CH3:46])[CH2:37]2)=[CH:24]1)([C:18]([CH3:19])([CH3:20])[CH3:21])([CH3:17])[CH3:16]. Procedure: A procedure similar to that described in Example 1, above, was followed, but using 0.72 g of (2RS)-2-(4-fluorophenoxy)butyric acid and 1.0 g of (4R,6R)-6-{(1S,2S,6S,8S,8aR)-2-[1,2,6,7,8,8a-hexahydro-6-t-butyldimethylsilyloxy-8-hydroxy-2-methyl-1-naphthyl]ethyl}tetrahydro-4-t-butyldimethylsilyloxy-2H-pyran-2-one [prepared as described in Example B, above], to give 1.30 g of the title compound as a colorless foam. Reactants: C1(=CC=CC=C1)C (toluene), C1(=CC=CC=C1)C (toluene), [Br-].[Na+] (sodium bromide), C(C)(=O)O (acetic acid). The reagents and catalysts are [V] (vanadium), C(C)(=O)[O-].[Mn+2].C(C)(=O)[O-] (manganese acetate). Product: C(C1=CC=CC=C1)=O (benzaldehyde), C(C1=CC=CC=C1)(=O)O (benzoic acid), C(C1=CC=CC=C1)O (benzyl alcohol). RXN SMILES: [C:1]1([CH3:7])[CH:6]=[CH:5][CH:4]=[CH:3][CH:2]=1.[Br-].[Na+].[C:10]([OH:13])(=[O:12])[CH3:11]>[V].C([O-])(=O)C.[Mn+2].C([O-])(=O)C>[CH:7](=[O:12])[C:1]1[CH:6]=[CH:5][CH:4]=[CH:3][CH:2]=1.[C:10]([OH:13])(=[O:12])[C:11]1[CH:5]=[CH:6][CH:1]=[CH:2][CH:3]=1.[CH2:7]([OH:12])[C:1]1[CH:6]=[CH:5][CH:4]=[CH:3][CH:2]=1 |f:1.2,5.6.7|. Reported procedure: The experiment was carried out without the addition of vanadium to check its effect on the conversion and selectivity in the liquid phase oxidation of toluene with following the procedure given in Example 1. The reactor was charged with toluene 10.0 gm, manganese acetate 0.262 gm, sodium bromide 0.065 gm and acetic acid 50.0 gm. After flushing with nitrogen, 5% oxygen was introduced to a pressure of 55 bar and the reaction was carried out at 120° C. In this experiment, 10.2% toluene conversion a... The reactants are C(/C1=CC=CC=C1)=C\1/N=C(NC1=O)C1=C(C=CC(=C1)F)F ((Z)-4-benzylidene-2-(2,5-difluorophenyl)-1H-imidazol-5(4H)-one), O1C(=CC=C1)/C=C/C=O ((E)-3-(furan-2-yl)acrylaldehyde). Yields the product FC1=C(C=C(C=C1)F)C1=NC2=C(N1)OC(C(C2C2=CC=CC=C2)CC=2OC=CC2)=O (2-(2,5-difluorophenyl)-6-(furan-2-ylmethyl)-7-phenyl-6,7-dihydropyrano[2,3-d]imidazol-5(3H)-one). Isolated yield 66.0%. Reaction SMILES: [CH:1](=[C:8]1/[N:9]=[C:10]([C:14]2[CH:19]=[C:18]([F:20])[CH:17]=[CH:16][C:15]=2[F:21])[NH:11][C:12]/1=[O:13])/[C:2]1[CH:7]=[CH:6][CH:5]=[CH:4][CH:3]=1.[O:22]1[CH:26]=[CH:25][CH:24]=[C:23]1/[CH:27]=[CH:28]/[CH:29]=[O:30]>>[F:21][C:15]1[CH:16]=[CH:17][C:18]([F:20])=[CH:19][C:14]=1[C:10]1[NH:11][C:12]2[O:13][C:29](=[O:30])[CH:28]([CH2:27][C:23]3[O:22][CH:26]=[CH:25][CH:24]=3)[CH:1]([C:2]3[CH:3]=[CH:4][CH:5]=[CH:6][CH:7]=3)[C:8]=2[N:9]=1. Procedure details: Prepared according to the general procedure using (Z)-4-benzylidene-2-(2,5-difluorophenyl)-1H-imidazol-5(4H)-one and (E)-3-(furan-2-yl)acrylaldehyde. The unpurified residue was purified by flash chromatography using 15% EtOAc/hexanes to afford 16 as an off-white solid (80 mg, 66%). Analytical data for 16: 1H NMR (500 MHz, CDCl3) δ 9.45 (d, J=8.1 Hz, 1H), 7.90 (ddd, J=9.2, 6.1, 3.2 Hz, 1H), 7.37 (ap d, J=1.2 Hz, 1H), 7.37-7.27 (m, 3H), 7.11-7.01 (m, 3H), 7.01-6.94 (m, 1H), 6.34 (dd, J=3.2, 1.9 Hz...